Dataset: the Open Reaction Database (ORD), a public repository of structured organic reaction records. Task: describe an organic reaction: reactants, conditions, products, and yield The reactants are ClC1=CC=2N(C=CC2S1)C(=O)OC(C)(C)C (tert-butyl 2-chloro-4H-thieno[3,2-b]pyrrole-4-carboxylate), B(OC(C)C)(OC(C)C)OC(C)C (B(OiPr)3), [Li+].CC(C)[N-]C(C)C (LDA). The solvent is C1CCOC1 (THF). Reaction conditions: temperature 0 celsius, time 6 hour. The product is C(C)(C)(C)OC(=O)N1C2=C(C=C1B(O)O)SC(=C2)Cl (4-(tert-butoxycarbonyl)-2-chloro-4H-thieno[3,2-b]pyrrol-5-ylboronic acid). Isolated yield 49.7%. Reaction SMILES: [Cl:1][C:2]1[S:9][C:8]2[CH:7]=[CH:6][N:5]([C:10]([O:12][C:13]([CH3:16])([CH3:15])[CH3:14])=[O:11])[C:4]=2[CH:3]=1.[B:17](OC(C)C)([O:22]C(C)C)[O:18]C(C)C.[Li+].CC([N-]C(C)C)C>C1COCC1>[C:13]([O:12][C:10]([N:5]1[C:6]([B:17]([OH:22])[OH:18])=[CH:7][C:8]2[S:9][C:2]([Cl:1])=[CH:3][C:4]1=2)=[O:11])([CH3:16])([CH3:15])[CH3:14] |f:2.3|. Reported procedure: To a solution of tert-butyl 2-chloro-4H-thieno[3,2-b]pyrrole-4-carboxylate (0.52 g, 2 mmol) and B(OiPr)3 (0.7 mL, 3 mmol) in 10 mL of THF cooled at 0° C. was added a LDA solution (4 mmol, prepared from 0.56 mL of iPr2NH, 5.84 mL of THF and 1.6 mL of 2.5 M n-BuLi solution in hexane) by a syringe pump over a period of 2 h. The reaction mixture was stirred for additional 6 h at 0° C. before being quenched by addition of 20 mL of saturated NH4Cl solution. The product was extracted with 2×20 mL of Et... Solvent: C1=CC=CC=C1 (benzene). Reported procedure: The procedure of Example 3 was repeated, except that the 4'-(2-chlorophenyl)acetophenone was replaced with an equal amount of 4'-(4-chlorophenyl)acetophenone, the amount of benzene employed was increased to 200 ml, and the amount of sulfuric was reduced to 5 drops. After seven hours, hydrogen pressure had dropped to 35.5 psig. Evaporation of the benzene left a solid which, according to nuclear magnetic resonance analysis, contained only about 67 percent of the desired ethylbenzene. Consequently,... Reaction conditions: time 7 hour. Product: C(C)C1=CC=C(C=C1)C1=CC=C(C=C1)Cl (1-ethyl-4-(4-chlorophenyl)benzene). The reactants are ClC1=C(C=CC=C1)C1=CC=C(C=C1)C(C)=O (4'-(2-chlorophenyl)acetophenone), ClC1=CC=C(C=C1)C1=CC=C(C=C1)C(C)=O (4'-(4-chlorophenyl)acetophenone), [H][H] (hydrogen). Reaction SMILES: ClC1C=CC=CC=1C1C=CC(C(=O)C)=CC=1.[Cl:17][C:18]1[CH:23]=[CH:22][C:21]([C:24]2[CH:29]=[CH:28][C:27]([C:30](=O)[CH3:31])=[CH:26][CH:25]=2)=[CH:20][CH:19]=1.[H][H]>C1C=CC=CC=1>[CH2:30]([C:27]1[CH:28]=[CH:29][C:24]([C:21]2[CH:22]=[CH:23][C:18]([Cl:17])=[CH:19][CH:20]=2)=[CH:25][CH:26]=1)[CH3:31]. Reactants: C(CO)(=O)O (glycolic acid), NCP(OCC)(OCC)=O (diethyl aminomethylphosphonate), C(C(C)C)(=O)O (isobutyric acid), C(CO)(=O)[O-] (glycolate). Run at time 20 hour. Yields the product C(C=O)(=O)[O-] (glyoxylate), C(=O)[O-] (formate), C(C(=O)[O-])(=O)[O-] (oxalate). RXN SMILES: [C:1]([OH:5])(=[O:4])[CH2:2][OH:3].NCP(=O)(OCC)[O:9]CC.[C:16]([OH:21])(=[O:20])C(C)C.[C:22]([O-:26])(=[O:25])[CH2:23][OH:24]>>[C:1]([O-:5])(=[O:4])[CH:2]=[O:3].[CH:16]([O-:21])=[O:20].[C:23]([O-:9])(=[O:24])[C:22]([O-:26])=[O:25]. Reported procedure: The procedure described in Example 1 was repeated using an aqueous solution containing glycolic acid (0.500M), diethyl aminomethylphosphonate (DEAMPA, 0.398M), FMN (0.01 mM), isobutyric acid (HPLC internal standard, 0.10M), spinach glycolate oxidase (1.0 IU/mL), and soluble Aspergillus niger catalase (14,000 IU/mL) at pH 8.3 and at 5° C. After 20 h, the HPLC yields of glyoxylate, formate, and oxalate were 97.4%, 0.8%, and 1.8%, respectively, and no glycolate remained. The remaining activities of...